From a dataset of the Open Reaction Database (ORD), a public repository of structured organic reaction records. describe an organic reaction: reactants, conditions, products, and yield The reactants are NC1=CC=C2C(=N1)C(=CN2)C=2CCN(CC2)CCC2=CC=CC=C2 (5-amino-3-(1-(2-phenyleth-1-yl)-1,2,3,6-tetrahydropyridin-4-yl)pyrrolo[3,2-b]pyridine), C(C1=CC=CC=C1)(=O)Cl (benzoyl chloride). Yields the product C(C1=CC=CC=C1)(=O)NC1=CC=C2C(=N1)C(=CN2)C=2CCN(CC2)CCC2=CC=CC=C2 (5-(N-[benzoyl]amino)-3-(1-(2-phenyleth-1-yl)-1,2,3,6-tetrahydropyridin-4-yl)pyrrolo[3,2-b]pyridine). Reaction SMILES: [NH2:1][C:2]1[N:7]=[C:6]2[C:8]([C:11]3[CH2:12][CH2:13][N:14]([CH2:17][CH2:18][C:19]4[CH:24]=[CH:23][CH:22]=[CH:21][CH:20]=4)[CH2:15][CH:16]=3)=[CH:9][NH:10][C:5]2=[CH:4][CH:3]=1.[C:25](Cl)(=[O:32])[C:26]1[CH:31]=[CH:30][CH:29]=[CH:28][CH:27]=1>>[C:25]([NH:1][C:2]1[N:7]=[C:6]2[C:8]([C:11]3[CH2:12][CH2:13][N:14]([CH2:17][CH2:18][C:19]4[CH:20]=[CH:21][CH:22]=[CH:23][CH:24]=4)[CH2:15][CH:16]=3)=[CH:9][NH:10][C:5]2=[CH:4][CH:3]=1)(=[O:32])[C:26]1[CH:31]=[CH:30][CH:29]=[CH:28][CH:27]=1. Reported procedure: Beginning with 0.015 gm (0.047 mMol) 5-amino-3-(1-(2-phenyleth-1-yl)-1,2,3,6-tetrahydropyridin-4-yl)pyrrolo[3,2-b]pyridine and 0.007 mL (0.061 mMol) benzoyl chloride, the title compound was prepared essentially by the procedure described in Example 7. Starting materials: C1CCOC1, COC(=O)C(N=[N+]=[N-])c1ccccc1I, O, c1ccc(P(c2ccccc2)c2ccccc2)cc1. Product: COC(=O)C(N)c1ccccc1I. Reaction SMILES: [CH2:36]1[O:37][CH2:38][CH2:39][CH2:40]1.[CH3:1][O:2][C:3]([CH:4]([c:5]1[c:6]([I:11])[cH:7][cH:8][cH:9][cH:10]1)[N:12]=[N+:13]=[N-:14])=[O:15].[OH2:35].[c:16]1([P:17]([c:18]2[cH:19][cH:20][cH:21][cH:22][cH:23]2)[c:24]2[cH:25][cH:26][cH:27][cH:28][cH:29]2)[cH:30][cH:31][cH:32][cH:33][cH:34]1>>[CH3:1][O:2][C:3]([CH:4]([c:5]1[c:6]([I:11])[cH:7][cH:8][cH:9][cH:10]1)[NH2:12])=[O:15]. Starting materials: CC(C)(C)OC(=O)Nc1cc(F)c(C#N)cc1[N+](=O)[O-], CNC, CS(C)=O. The product is CN(C)c1cc(NC(=O)OC(C)(C)C)c([N+](=O)[O-])cc1C#N. As a reaction SMILES: [C:1]([CH3:2])([CH3:3])([CH3:4])[O:5][C:6]([NH:7][c:8]1[c:9]([N+:17](=[O:18])[O-:19])[cH:10][c:11]([C:15]#[N:16])[c:12]([F:14])[cH:13]1)=[O:20].[CH3:21][NH:22][CH3:23].[CH3:24][S:25]([CH3:26])=[O:27]>>[C:1]([CH3:2])([CH3:3])([CH3:4])[O:5][C:6]([NH:7][c:8]1[c:9]([N+:17](=[O:18])[O-:19])[cH:10][c:11]([C:15]#[N:16])[c:12]([N:22]([CH3:21])[CH3:23])[cH:13]1)=[O:20]. Starting materials: FC1=C(C=CC(=C1)F)[C@]([C@@H](C)N1C(N(CC1)C1=CC=C(C=C1)N1N=NC=C1)=O)(CN1N=CN=C1)O (1-[(1R,2R)-2-(2,4-difluorophenyl)-2-hydroxy-1-methyl-3-(1H-1,2,4-triazol-1-yl)propyl]-3-[4-(1H-1,2,3-triazol-1-yl)phenyl]-2-imidazolidinone), C(CC)(=O)OCCl (chloromethyl propanate). The solvent is C(C)#N (acetonitrile). Reaction conditions: temperature 100 celsius, time 12 hour. Yields the product [Cl-].FC1=C(C=CC(=C1)F)[C@@](C[NH+]1N=CN(C1)COC(CC)=O)([C@@H](C)N1C(N(CC1)C1=CC=C(C=C1)N1N=NC=C1)=O)O (1-[(2R,3R)-2-(2,4-difluorophenyl)-2-hydroxy-3-[2-oxo-3-[4-(1H-1,2,3-triazol-1-yl)phenyl]-1-imidazolidinyl]butyl]-4-propanoyloxymethyl-1H-1,2,4-triazolium chloride). Isolated yield 10.9%. Reaction SMILES: [F:1][C:2]1[CH:7]=[C:6]([F:8])[CH:5]=[CH:4][C:3]=1[C@@:9]([OH:35])([CH2:29][N:30]1[CH:34]=[N:33][CH:32]=[N:31]1)[C@H:10]([N:12]1[CH2:16][CH2:15][N:14]([C:17]2[CH:22]=[CH:21][C:20]([N:23]3[CH:27]=[CH:26][N:25]=[N:24]3)=[CH:19][CH:18]=2)[C:13]1=[O:28])[CH3:11].[C:36]([O:40][CH2:41][Cl:42])(=[O:39])[CH2:37][CH3:38]>C(#N)C>[Cl-:42].[F:1][C:2]1[CH:7]=[C:6]([F:8])[CH:5]=[CH:4][C:3]=1[C@:9]([OH:35])([C@H:10]([N:12]1[CH2:16][CH2:15][N:14]([C:17]2[CH:18]=[CH:19][C:20]([N:23]3[CH:27]=[CH:26][N:25]=[N:24]3)=[CH:21][CH:22]=2)[C:13]1=[O:28])[CH3:11])[CH2:29][NH+:30]1[CH2:34][N:33]([CH2:41][O:40][C:36](=[O:39])[CH2:37][CH3:38])[CH:32]=[N:31]1 |f:3.4|. Reported procedure: To a mixture of 1-[(1R,2R)-2-(2,4-difluorophenyl)-2-hydroxy-1-methyl-3-(1H-1,2,4-triazol-1-yl)propyl]-3-[4-(1H-1,2,3-triazol-1-yl)phenyl]-2-imidazolidinone (0.80 g) and chloromethyl propanate (4.07 g) was added acetonitrile (1.6 ml), and the mixture was stirred for 12 hours at 100° C. under an argon atmosphere. The reaction mixture was concentrated under reduced pressure, and to the residue was added diisopropyl ether (8 ml). The resulting powder was collected by filtration. The powder was subje... The reactants are Fc1cc(F)cc(Br)c1, CCCCCC1CCC(=O)CC1, C1CCOC1, Cl, [Mg]. The product is CCCCCC1CCC(O)(c2cc(F)cc(F)c2)CC1. As a reaction SMILES: [Br:2][c:3]1[cH:4][c:5]([F:10])[cH:6][c:7]([F:9])[cH:8]1.[CH2:11]([CH2:12][CH2:13][CH2:14][CH3:15])[CH:16]1[CH2:17][CH2:18][C:19](=[O:22])[CH2:20][CH2:21]1.[CH2:24]1[O:25][CH2:26][CH2:27][CH2:28]1.[ClH:23].[Mg:1]>>[c:3]1([C:19]2([OH:22])[CH2:18][CH2:17][CH:16]([CH2:11][CH2:12][CH2:13][CH2:14][CH3:15])[CH2:21][CH2:20]2)[cH:4][c:5]([F:10])[cH:6][c:7]([F:9])[cH:8]1. Starting materials: ClC1=C(C(=CC=C1F)Cl)[C@@H](C)OC=1C2=C(C=NC1N)C(=CO2)C=2CCNCC2 (7-[(R)-1-(2,6-Dichloro-3-fluorophenyl)ethoxy]-3-(1,2,3,6-tetrahydropyridin-4-yl)-furo[3,2-c]pyridin-6-ylamine), C(C)(C)N=C=O (isopropyl isocyanate), CCN(C(C)C)C(C)C (DIPEA). Run in CN(C)C=O (DMF). Run at time 15 minute. Product: NC1=C(C2=C(C=N1)C(=CO2)C=2CCN(CC2)C(=O)NC(C)C)O[C@H](C)C2=C(C(=CC=C2Cl)F)Cl (4-{6-Amino-7-[(1R)-1-(2,6-dichloro-3-fluorophenyl)ethoxy]furo[3,2-c]pyridin-3-yl}-N-(propan-2-yl)-3,6-dihydropyridine-1(2H)-carboxamide). Reaction SMILES: [Cl:1][C:2]1[C:7]([F:8])=[CH:6][CH:5]=[C:4]([Cl:9])[C:3]=1[C@H:10]([O:12][C:13]1[C:14]2[O:22][CH:21]=[C:20]([C:23]3[CH2:24][CH2:25][NH:26][CH2:27][CH:28]=3)[C:15]=2[CH:16]=[N:17][C:18]=1[NH2:19])[CH3:11].[CH:29]([N:32]=[C:33]=[O:34])([CH3:31])[CH3:30].CCN(C(C)C)C(C)C>CN(C=O)C>[NH2:19][C:18]1[N:17]=[CH:16][C:15]2[C:20]([C:23]3[CH2:24][CH2:25][N:26]([C:33]([NH:32][CH:29]([CH3:31])[CH3:30])=[O:34])[CH2:27][CH:28]=3)=[CH:21][O:22][C:14]=2[C:13]=1[O:12][C@@H:10]([C:3]1[C:4]([Cl:9])=[CH:5][CH:6]=[C:7]([F:8])[C:2]=1[Cl:1])[CH3:11]. Procedure: To a flask were added 7-[(R)-1-(2,6-Dichloro-3-fluorophenyl)ethoxy]-3-(1,2,3,6-tetrahydropyridin-4-yl)-furo[3,2-c]pyridin-6-ylamine (10.0 mg, 0.0237 mmol), isopropyl isocyanate (0.00371 g, 0.0436 mmol), DIPEA (33 μL, 0.19 mmol) and DMF (1 mL) and the reaction mixture was stirred at rt for 15 min. Purification by HPLC followed by prep TLC in 5% NH3 in DCM afforded the title compound. 1H NMR (400 MHz, CD3OD): δ=1.17 (d, J=6.6 Hz, 6H), 1.88 (d, J=6.8 Hz, 3H), 2.49 (br. s., 2H), 3.63 (t, J=5.7 Hz, 2... The reactants are CCO, CCOC(=O)c1c(-c2cc(C(C)(C)C)c(O)c(C(C)(C)C)c2)c2cc(Cl)ccc2oc1=O, Cl, [Na+], [OH-]. Yields the product CC(C)(C)c1cc(-c2c(C(=O)O)c(=O)oc3ccc(Cl)cc23)cc(C(C)(C)C)c1O. As a reaction SMILES: [CH3:36][CH2:37][OH:38].[Cl:1][c:2]1[cH:3][cH:4][c:5]2[c:6]([c:7](-[c:17]3[cH:18][c:19]([C:28]([CH3:29])([CH3:30])[CH3:31])[c:20]([OH:27])[c:21]([C:23]([CH3:24])([CH3:25])[CH3:26])[cH:22]3)[c:8]([C:12](=[O:13])[O:14][CH2:15][CH3:16])[c:9](=[O:11])[o:10]2)[cH:32]1.[ClH:35].[Na+:34].[OH-:33]>>[Cl:1][c:2]1[cH:3][cH:4][c:5]2[c:6]([c:7](-[c:17]3[cH:18][c:19]([C:28]([CH3:29])([CH3:30])[CH3:31])[c:20]([OH:27])[c:21]([C:23]([CH3:24])([CH3:25])[CH3:26])[cH:22]3)[c:8]([C:12](=[O:13])[OH:14])[c:9](=[O:11])[o:10]2)[cH:32]1.